From a dataset of the Open Reaction Database (ORD), a public repository of structured organic reaction records. describe an organic reaction: reactants, conditions, products, and yield Reactants: COc1ccc(S(=O)(=O)n2c(=O)n(C(C(=O)N3CCC(N4CCN(Cc5ccccc5)CC4)C3)c3ccccc3)c3cc(C#N)ccc32)cc1, ClCCl. The product is COc1ccc(S(=O)(=O)n2c(=O)n(C(C(=O)N3CCC(N4CCNCC4)C3)c3ccccc3)c3cc(C#N)ccc32)cc1. RXN SMILES: [CH2:1]([c:2]1[cH:3][cH:4][cH:5][cH:6][cH:7]1)[N:8]1[CH2:9][CH2:10][N:11]([CH:14]2[CH2:15][N:16]([C:19]([CH:20]([c:21]3[cH:22][cH:23][cH:24][cH:25][cH:26]3)[n:27]3[c:28](=[O:49])[n:29]([S:38](=[O:39])(=[O:40])[c:41]4[cH:42][cH:43][c:44]([O:47][CH3:48])[cH:45][cH:46]4)[c:30]4[c:31]3[cH:32][c:33]([C:36]#[N:37])[cH:34][cH:35]4)=[O:50])[CH2:17][CH2:18]2)[CH2:12][CH2:13]1.[Cl:51][CH2:52][Cl:53]>>[NH:8]1[CH2:9][CH2:10][N:11]([CH:14]2[CH2:15][N:16]([C:19]([CH:20]([c:21]3[cH:22][cH:23][cH:24][cH:25][cH:26]3)[n:27]3[c:28](=[O:49])[n:29]([S:38](=[O:39])(=[O:40])[c:41]4[cH:42][cH:43][c:44]([O:47][CH3:48])[cH:45][cH:46]4)[c:30]4[c:31]3[cH:32][c:33]([C:36]#[N:37])[cH:34][cH:35]4)=[O:50])[CH2:17][CH2:18]2)[CH2:12][CH2:13]1. Reactants: COCC(COC)O (1,3-dimethoxy-2-propanol), ICC(=O)[O-].[Na+] (sodium iodoacetate), O (water), [H-].[Na+] (sodium hydride). Solvent: O1CCCC1 (tetrahydrofuran). Conditions: temperature 0 celsius, time 30 minute. Product: COCC(COC)OCC(=O)O (2-(1,3-Dimethoxypropan-2-yloxy)acetic acid). The yield is 38.6%. RXN SMILES: [CH3:1][O:2][CH2:3][CH:4]([OH:8])[CH2:5][O:6][CH3:7].I[CH2:10][C:11]([O-:13])=[O:12].[Na+].[H-].[Na+].O>O1CCCC1>[CH3:1][O:2][CH2:3][CH:4]([O:8][CH2:10][C:11]([OH:13])=[O:12])[CH2:5][O:6][CH3:7] |f:1.2,3.4|. Procedure details: A solution of 1,3-dimethoxy-2-propanol (361.5 mg, Tyger) in tetrahydrofuran (4 ml) was added with sodium iodoacetate (624.6 mg, Spectrum), and successively added with sodium hydride (198 mg, Wako Pure Chemical Industries) as several portions at 0° C., and the mixture was stirred at the same temperature for 30 minutes, and then further stirred at room temperature for 15.5 hours. The reaction mixture was cooled again to 0° C., and then carefully added with water and then with chloroform, and the o... The reactants are CCCCCCCCOc1ccc(CC(=O)OC)cc1OCCCCCCCC, CO, Cl, [K+], C1CCOC1, [OH-]. The product is CCCCCCCCOc1ccc(CC(=O)O)cc1OCCCCCCCC. Reaction SMILES: [CH2:1]([CH2:2][CH2:3][CH2:4][CH2:5][CH2:6][CH2:7][CH3:8])[O:9][c:10]1[cH:11][c:12]([CH2:25][C:26](=[O:27])[O:28][CH3:29])[cH:13][cH:14][c:15]1[O:16][CH2:17][CH2:18][CH2:19][CH2:20][CH2:21][CH2:22][CH2:23][CH3:24].[CH3:31][OH:32].[ClH:30].[K+:39].[O:33]1[CH2:34][CH2:35][CH2:36][CH2:37]1.[OH-:38]>>[CH2:1]([CH2:2][CH2:3][CH2:4][CH2:5][CH2:6][CH2:7][CH3:8])[O:9][c:10]1[cH:11][c:12]([CH2:25][C:26](=[O:27])[OH:28])[cH:13][cH:14][c:15]1[O:16][CH2:17][CH2:18][CH2:19][CH2:20][CH2:21][CH2:22][CH2:23][CH3:24]. Reactants: C(C1=CC=CC=C1)N1NC(C(C1=O)=O)C (1-benzyl-3-methyl-4,5-pyrazolinedione), C(C1=CC=CC=C1)N1NC(C(C1=O)=O)C1=CC(=CC=C1)OC (1-benzyl-3-(3′-methoxyphenyl)-4,5-pyrazolinedione), C(C1=CC=CC=C1)N1NC(C(C1=O)=O)C1=CC=C(C=C1)OC (1-benzyl-3-(4′-methoxyphenyl)-4,5-pyrazolinedione), C(C1=CC=CC=C1)N1NC(C(C1=O)=O)C1=CC=CC=C1 (1-benzyl-3-phenyl-4,5-pyrazolinedione), C(C1=CC=CC=C1)N1NC(C(C1=O)=O)C1=CC=C(C=C1)C (1-benzyl-3-(4′-methylphenyl)-4,5-pyrazolinedione), C(C1=CC=CC=C1)N1NC(C(C1=O)=O)C1=CC(=CC=C1)[N+](=O)[O-] (1-benzyl-3-(3′-nitrophenyl)-4,5-pyrazolinedione). The product is C(C1=CC=CC=C1)N1NCC(C1=O)=O (1-benzyl-4,5-pyrazolinedione). As a reaction SMILES: [CH2:1]([N:8]1[C:12](=[O:13])[C:11](=[O:14])[CH:10](C)[NH:9]1)[C:2]1[CH:7]=[CH:6][CH:5]=[CH:4][CH:3]=1.C(N1C(=O)C(=O)C(C2C=CC=CC=2)N1)C1C=CC=CC=1.C(N1C(=O)C(=O)C(C2C=CC(C)=CC=2)N1)C1C=CC=CC=1.C(N1C(=O)C(=O)C(C2C=CC=C(OC)C=2)N1)C1C=CC=CC=1.C(N1C(=O)C(=O)C(C2C=CC(OC)=CC=2)N1)C1C=CC=CC=1.C(N1C(=O)C(=O)C(C2C=CC=C([N+]([O-])=O)C=2)N1)C1C=CC=CC=1>>[CH2:1]([N:8]1[C:12](=[O:13])[C:11](=[O:14])[CH2:10][NH:9]1)[C:2]1[CH:3]=[CH:4][CH:5]=[CH:6][CH:7]=1. Reported procedure: 1-benzyl-3-methyl-4,5-pyrazolinedione; 1-benzyl-3-phenyl-4,5-pyrazolinedione; 1-benzyl-3-(4′-methylphenyl)-4,5-pyrazolinedione; 1-benzyl-3-(3′-methoxyphenyl)-4,5-pyrazolinedione; 1-benzyl-3-(4′-methoxyphenyl)-4,5-pyrazolinedione; 1-benzyl-3-(3′-nitrophenyl)-4,5-pyrazolinedione; Conditions: time 8 hour. The reactants are COC1=CC=C(C=C1)S(=O)(=O)NC(C(=O)O)C(CC)(C)C (2-[(4-methoxybenzenesulfonyl)amino]-3,3-dimethyl pentanoic acid), CCN=C=NCCCN(C)C.Cl (EDC hydrochloride), OC1=CC=CC=2NN=NC21 (hydroxybenzotriazole), C(C)(C)N(CC)C(C)C (diisopropylethylamine), Cl.NO (Hydroxylamine hydrochloride), Cl.NO (hydroxylamine hydrochloride). Isolated yield 18.1%. Procedure: The product of step 1 (0.116 g), EDC hydrochloride (0.076 g, 1.1 equivalent), hydroxybenzotriazole (0.054 g, 1.1 equivalent), and diisopropylethylamine (0.143 g, 3 equivalent) are mixed with dichloromethane (20 mL) to give a homogeneous solution. Hydroxylamine hydrochloride (0.051 g, 2 equivalent) is added as a solid. DMF (3 mL) is added to solubilize the hydroxylamine hydrochloride. The reaction is allowed to stir at room temperature overnight. The solvents are then removed under reduced pressu... Solvent: ClCCl (dichloromethane), CN(C)C=O (DMF). Yields the product ONC(C(C(CC)(C)C)NS(=O)(=O)C1=CC=C(C=C1)OC)=O (N-hydroxy-2-[(4-methoxybenzenesulfonyl)amino]-3,3-dimethyl pentanamide). Reaction SMILES: [CH3:1][O:2][C:3]1[CH:8]=[CH:7][C:6]([S:9]([NH:12][CH:13]([C:17]([CH3:21])([CH3:20])[CH2:18][CH3:19])[C:14](O)=[O:15])(=[O:11])=[O:10])=[CH:5][CH:4]=1.CCN=C=NCCCN(C)C.Cl.OC1C2N=NNC=2C=CC=1.C(N(C(C)C)CC)(C)C.Cl.[NH2:54][OH:55]>CN(C=O)C.ClCCl>[OH:55][NH:54][C:14](=[O:15])[CH:13]([NH:12][S:9]([C:6]1[CH:7]=[CH:8][C:3]([O:2][CH3:1])=[CH:4][CH:5]=1)(=[O:11])=[O:10])[C:17]([CH3:21])([CH3:20])[CH2:18][CH3:19] |f:1.2,5.6|. Reactants: O (Water), C(CCC)C1OC2=C(NC1=O)C=CC(=C2)C(=O)OC (2 -butyl-7-methoxycarbonyl-3-oxo-3,4-dihydro-2H-1,4-benzoxazine), [H-].[Na+] (sodium hydride), IC(C)C (2-iodopropane). Run in C(C)(=O)OCC (ethyl acetate), CN(C=O)C (dimethylformamide). Conditions: temperature 80 celsius, time 2 hour. The product is C(CCC)C1OC2=C(N(C1=O)C(C)C)C=CC(=C2)C(=O)OC (2-butyl-7-methoxycarbonyl-4-(2-propyl)-3-oxo-3,4-dihydro-2H-1,4-benzoxazine). The yield is 21.1%. Reaction SMILES: [CH2:1]([CH:5]1[C:10](=[O:11])[NH:9][C:8]2[CH:12]=[CH:13][C:14]([C:16]([O:18][CH3:19])=[O:17])=[CH:15][C:7]=2[O:6]1)[CH2:2][CH2:3][CH3:4].[H-].[Na+].I[CH:23]([CH3:25])[CH3:24].O>CN(C)C=O.C(OCC)(=O)C>[CH2:1]([CH:5]1[C:10](=[O:11])[N:9]([CH:23]([CH3:25])[CH3:24])[C:8]2[CH:12]=[CH:13][C:14]([C:16]([O:18][CH3:19])=[O:17])=[CH:15][C:7]=2[O:6]1)[CH2:2][CH2:3][CH3:4] |f:1.2|. Procedure: To a solution of 2 -butyl-7-methoxycarbonyl-3-oxo-3,4-dihydro-2H-1,4-benzoxazine (9.0 g) in dimethylformamide (180 ml) were added 60% sodium hydride (in oil) (1.63 g) and 2-iodopropane (6.35 g) and the mixture was stirred at 80° C. for 2 hours. Water was added to the reaction solution and extraction with ethyl acetate was conducted. The solvent was distilled off under reduced pressure and the resulting residue was subjected to purification by column chromatography using ethyl acetate/hexane [1:8...